From a dataset of the Open Reaction Database (ORD), a public repository of structured organic reaction records. describe an organic reaction: reactants, conditions, products, and yield Reactants: CCO, CCOC(=O)C1Oc2cc(C(=O)c3ccnn3C)c(Cl)c(Cl)c2O1, [Na+], [OH-], O. The product is Cn1nccc1C(=O)c1cc2c(c(Cl)c1Cl)OC(C(=O)O)O2. RXN SMILES: [CH3:28][CH2:29][OH:30].[Cl:3][c:4]1[c:5]([Cl:26])[c:6]([C:18](=[O:19])[c:20]2[cH:21][cH:22][n:23][n:24]2[CH3:25])[cH:7][c:8]2[c:12]1[O:11][CH:10]([C:13](=[O:14])[O:15][CH2:16][CH3:17])[O:9]2.[Na+:2].[OH-:1].[OH2:27]>>[Cl:3][c:4]1[c:5]([Cl:26])[c:6]([C:18](=[O:19])[c:20]2[cH:21][cH:22][n:23][n:24]2[CH3:25])[cH:7][c:8]2[c:12]1[O:11][CH:10]([C:13](=[O:14])[OH:15])[O:9]2. Starting materials: C(C)(=O)O (acetic acid), OC1(C(C=2NC3=CC=CC=C3C2CC1)(SC)SC)CC(=O)OC(C)(C)C (tert-butyl (2-hydroxy-1,1-bismethylthio-1,2,3,4-tetrahydrocarbazol-2-yl)acetate), C(O)([O-])=O.[Na+] (sodium hydrogencarbonate). The solvent is C=1(C(=CC=CC1)C)C (xylene). Product: CSC1=C(C=CC=2C3=CC=CC=C3NC12)CC(=O)OC(C)(C)C (tert-Butyl (1-methylthiocarbazol-2-yl)acetate), OC1=C(C=2NC3=CC=CC=C3C2C=C1)SC (2-hydroxy-1-methylthiocarbazole), OC1(C(C=2NC3=CC=CC=C3C2CC1)=O)CC(=O)OC(C)(C)C (tert-butyl (2-hydroxy-1-oxo-1,2,3,4-tetrahydrocarbazol-2-yl)acetate), OC12C(C=3NC4=CC=CC=C4C3CC1)(OC(C2)=O)SC (3,3a,4,5,10,10b-hexahydro-3a-hydroxy-10b-methylthiofuro[2,3-a]carbazol-2-one). Reaction SMILES: C(O)(=[O:3])C.[OH:5][C:6]1([CH2:23][C:24]([O:26][C:27]([CH3:30])([CH3:29])[CH3:28])=[O:25])[CH2:18][CH2:17][C:16]2[C:15]3[C:10](=[CH:11][CH:12]=[CH:13][CH:14]=3)[NH:9][C:8]=2[C:7]1(SC)[S:19][CH3:20].C(=O)([O-])O.[Na+]>C1(C)C(C)=CC=CC=1>[CH3:20][S:19][C:7]1[C:8]2[NH:9][C:10]3[C:15](=[CH:14][CH:13]=[CH:12][CH:11]=3)[C:16]=2[CH:17]=[CH:18][C:6]=1[CH2:23][C:24]([O:26][C:27]([CH3:30])([CH3:29])[CH3:28])=[O:25].[OH:5][C:6]1[CH:18]=[CH:17][C:16]2[C:15]3[C:10](=[CH:11][CH:12]=[CH:13][CH:14]=3)[NH:9][C:8]=2[C:7]=1[S:19][CH3:20].[OH:5][C:6]1([CH2:23][C:24]([O:26][C:27]([CH3:30])([CH3:29])[CH3:28])=[O:25])[CH2:18][CH2:17][C:16]2[C:15]3[C:10](=[CH:11][CH:12]=[CH:13][CH:14]=3)[NH:9][C:8]=2[C:7]1=[O:3].[OH:5][C:6]12[CH2:23][C:24](=[O:26])[O:25][C:7]1([S:19][CH3:20])[C:8]1[NH:9][C:10]3[C:15]([C:16]=1[CH2:17][CH2:18]2)=[CH:14][CH:13]=[CH:12][CH:11]=3 |f:2.3|. Procedure: 2.5 ml of glacial acetic acid was added to a solution of 3.37 g of tert-butyl (2-hydroxy-1,1-bismethylthio-1,2,3,4-tetrahydrocarbazol-2-yl)acetate, as obtained in Example 1, in 40 ml of xylene. The reaction mixture was subsequently refluxed for 1 hour and then neutralized by the addition of a saturated aqueous solution of sodium hydrogencarbonate. The aqueous layer was extracted with ethyl acetate, and the organic extract was washed with a saturated aqueous solution of sodium chloride, dried ove... Starting materials: CCN(CC)C=1C=CC2=C(C1)OC3=CC(=[N+](CC)CC)C=CC3=C2C=4C=CC=CC4C(=O)C (Rhodamine B). Run in O (water). Yields the product CCN(CC)C=1C=CC2=C(C1)OC3=CC(=[N+](CC)CC)C=CC3=C2C=4C=CC=CC4C(=O)C.O (Rhodamine B Water). Reaction SMILES: [CH3:1][CH2:2][N:3]([C:6]1[CH:7]=[CH:8][C:9]2[C:24]([C:25]3[CH:26]=[CH:27][CH:28]=[CH:29][C:30]=3[C:31]([CH3:33])=[O:32])=[C:23]3[C:13](=[CH:14][C:15]([CH:21]=[CH:22]3)=[N+:16]([CH2:19][CH3:20])[CH2:17][CH3:18])[O:12][C:10]=2[CH:11]=1)[CH2:4][CH3:5]>O>[CH3:1][CH2:2][N:3]([C:6]1[CH:7]=[CH:8][C:9]2[C:24]([C:25]3[CH:26]=[CH:27][CH:28]=[CH:29][C:30]=3[C:31]([CH3:33])=[O:32])=[C:23]3[C:13](=[CH:14][C:15]([CH:21]=[CH:22]3)=[N+:16]([CH2:17][CH3:18])[CH2:19][CH3:20])[O:12][C:10]=2[CH:11]=1)[CH2:4][CH3:5].[OH2:12] |f:2.3|. Procedure details: In one implementation, approximately 0.25 grams of Rhodamine B can be mixed in a beaker with about 10 mL of water to obtain a Rhodamine B-Water mixture. The Rhodamine B-Water mixture can then be added to about 20 grams of an orange phosphor in another beaker to obtain a phosphor mixture. The phosphor mixture can then be mixed and stirred by hand and dried at, e.g., 60 degrees Celsius, in air. After the phosphor mixture is dried, it can then be mixed with a binder, which can be made of epoxy or s... The reactants are [N+](=O)([O-])C1=CC=C2C(=NN(C2=C1)COCC[Si](C)(C)C)C#CC1=NC=CC=C1 (6-Nitro-3-pyridin-2-ylethynyl-1-(2-trimethylsilanyl-ethoxymethyl)-1H-indazole), Cl[Sn]Cl (SnCl2), O (water), CO (MeOH), CO (methanol). The solvent is CCOC(=O)C (EtOAc), [OH-].[Na+] (NaOH), CCOC(=O)C (EtOAc). Reaction conditions: time 30 minute. Yields the product N1=C(C=CC=C1)C#CC1=NN(C2=CC(=CC=C12)N)COCC[Si](C)(C)C (3-Pyridin-2-ylethynyl-1-(2-trimethylsilanyl-ethoxymethyl)-1H-indazol-6-ylamine). RXN SMILES: [N+:1]([C:4]1[CH:12]=[C:11]2[C:7]([C:8]([C:21]#[C:22][C:23]3[CH:28]=[CH:27][CH:26]=[CH:25][N:24]=3)=[N:9][N:10]2[CH2:13][O:14][CH2:15][CH2:16][Si:17]([CH3:20])([CH3:19])[CH3:18])=[CH:6][CH:5]=1)([O-])=O.Cl[Sn]Cl.O.CO>CCOC(C)=O.[OH-].[Na+]>[N:24]1[CH:25]=[CH:26][CH:27]=[CH:28][C:23]=1[C:22]#[C:21][C:8]1[C:7]2[C:11](=[CH:12][C:4]([NH2:1])=[CH:5][CH:6]=2)[N:10]([CH2:13][O:14][CH2:15][CH2:16][Si:17]([CH3:19])([CH3:18])[CH3:20])[N:9]=1 |f:5.6|. Reported procedure: A mixture of 6-Nitro-3-pyridin-2-ylethynyl-1-(2-trimethylsilanyl-ethoxymethyl)-1H-indazole (2 mmol), SnCl2 (1.37 g, 6.0 mmol), water (0.5 mL), and MeOH (10 mL), were stirred in a 60 deg C oil bath for 30 min at which time HPLC indicated complete reduction. The resulting mixture was stripped of methanol, suspended in EtOAc (50 mL) and diluted with 1M NaOH (18 mL). The resulting emulsion was gently extracted EtOAc (10×25 ml). The combined organics were extracted with 1M Na2CO3, brine, dried over M... Reactants: CO, [H][H], N#Cc1ccc(O)c([N+](=O)[O-])c1. The product is N#Cc1ccc(O)c(N)c1. RXN SMILES: [CH3:15][OH:16].[H:13][H:14].[OH:1][c:2]1[c:3]([N+:10]([O-:11])=[O:12])[cH:4][c:5]([C:6]#[N:7])[cH:8][cH:9]1>>[OH:1][c:2]1[c:3]([NH2:10])[cH:4][c:5]([C:6]#[N:7])[cH:8][cH:9]1.